This data is from the Open Reaction Database (ORD), a public repository of structured organic reaction records. The task is: describe an organic reaction: reactants, conditions, products, and yield The reactants are BrC=1C=C(C=O)C=CC1F (3-bromo-4-fluorobenzaldehyde), C(C)(=O)NCC(=O)O (N-acetylglycine), CC(=O)[O-].[Na+] (NaOAc), CC(=O)OC(=O)C (Ac2O). Run at temperature 130 celsius. Product: C(C)(=O)NC(C(=O)O)=CC1=CC(=C(C=C1)F)Br (2-Acetylamino-3-(3-bromo-4-fluoro-phenyl)-acrylic acid). Isolated yield 80.5%. As a reaction SMILES: [Br:1][C:2]1[CH:3]=[C:4]([CH:7]=[CH:8][C:9]=1[F:10])[CH:5]=O.[C:11]([NH:14][CH2:15][C:16]([OH:18])=[O:17])(=[O:13])[CH3:12].CC([O-])=O.[Na+].CC(OC(C)=O)=O>>[C:11]([NH:14][C:15](=[CH:5][C:4]1[CH:7]=[CH:8][C:9]([F:10])=[C:2]([Br:1])[CH:3]=1)[C:16]([OH:18])=[O:17])(=[O:13])[CH3:12] |f:2.3|. Procedure: A mixture of 3-bromo-4-fluorobenzaldehyde (50.0 g, 0.25 mol), N-acetylglycine (26.2 g, 0.22 mol), NaOAc (13.8 g, 0.56 mol), and Ac2O (52 mL) was heated at 130° C. for 10 h in a flask fitted with a reflux condenser. The resulting precipitate was collected by filtration, washed with water, and suspended in AcOH (250 mL). This mixture was heated at 100° C. for 1 h in a flask fitted with a reflux condenser, and then was cooled to 0° C. The solids were collected by filtration, washing with water, to ...